This data is from the Open Reaction Database (ORD), a public repository of structured organic reaction records. The task is: describe an organic reaction: reactants, conditions, products, and yield Starting materials: N1C(C2(C3=CC=CC=C13)COC=1C2=CC2=C(OCCCO2)C1)=O (3,4-dihydro-2H-spiro[furo[2,3-h][1,5]benzodioxepine-9,3′-indol]-2′(1′H)-one), CC1=CC=C(C=C1)S(=O)(=O)OC[C@@H]1OCCOC1 ((R)-(1,4-dioxan-2-yl)methyl 4-methylbenzenesulfonate), N1C(C2(C3=CC=CC=C13)COC=1C2=CC2=C(OCO2)C1)=O (spiro[furo[2,3-f][1,3]benzodioxole-7,3′-indol]-2′(1′H)-one), CC1=CC=C(C=C1)S(=O)(=O)OC[C@H]1OCCOC1 ((S)-(1,4-dioxan-2-yl)methyl 4-methylbenzenesulfonate). Yields the product O1[C@H](COCC1)CN1C(C2(C3=CC=CC=C13)COC=1C2=CC2=C(OCCCO2)C1)=O (1′-[(2S)-1,4-dioxan-2-ylmethyl]-3,4-dihydro-2H-spiro[furo[2,3-h][1,5]benzodioxepine-9,3′-indol]-2′(1′H)-one). RXN SMILES: [NH:1]1[C:9]2[C:4](=[CH:5][CH:6]=[CH:7][CH:8]=2)[C:3]2([C:13]3=[CH:14][C:15]4[O:21][CH2:20][CH2:19][CH2:18][O:17][C:16]=4[CH:22]=[C:12]3[O:11][CH2:10]2)[C:2]1=[O:23].N1C2C(=CC=CC=2)C2(C3=CC4OCOC=4C=C3OC2)C1=O.CC1C=CC(S(O[CH2:56][C@@H:57]2[CH2:62][O:61][CH2:60][CH2:59][O:58]2)(=O)=O)=CC=1.CC1C=CC(S(OC[C@H]2COCCO2)(=O)=O)=CC=1>>[O:58]1[CH2:59][CH2:60][O:61][CH2:62][C@@H:57]1[CH2:56][N:1]1[C:9]2[C:4](=[CH:5][CH:6]=[CH:7][CH:8]=2)[C:3]2([C:13]3=[CH:14][C:15]4[O:21][CH2:20][CH2:19][CH2:18][O:17][C:16]=4[CH:22]=[C:12]3[O:11][CH2:10]2)[C:2]1=[O:23]. Reported procedure: Following the procedure as described in EXAMPLE 8 and making non-critical variations using 3,4-dihydro-2H-spiro[furo[2,3-h][1,5]benzodioxepine-9,3′-indol]-2′(1′H)-one to replace spiro[furo[2,3-f][1,3]benzodioxole-7,3′-indol]-2′(1′H)-one, and (S)-(1,4-dioxan-2-yl)methyl 4-methylbenzenesulfonate to replace (R)-(1,4-dioxan-2-yl)methyl 4-methylbenzenesulfonate, 1′-[(2S)-1,4-dioxan-2-ylmethyl]-3,4-dihydro-2H-spiro[furo[2,3-h][1,5]benzodioxepine-9,3′-indol]-2′(1′H)-one was obtained (91%) as a colorles... Reactants: FC(C(=O)O)(F)F (trifluoroacetic acid), CC(C)(C)OC(=O)NCCNC=1C(=NC=C(C1)CC1=CC=C(C=C1)F)C(=O)OCC (ethyl 3-{[2-({[(1,1-dimethylethyl)oxy]carbonyl}amino)ethyl]amino}-5-[(4-fluorophenyl)methyl]-2-pyridinecarboxylate). Run in ClCCl (dichloromethane). Conditions: time 3 hour. Product: NCCNC=1C(=NC=C(C1)CC1=CC=C(C=C1)F)C(=O)OCC (ethyl 3-[(2-aminoethyl)amino]-5-[(4-fluorophenyl)methyl]-2-pyridinecarboxylate). Reaction SMILES: FC(F)(F)C(O)=O.CC(OC([NH:15][CH2:16][CH2:17][NH:18][C:19]1[C:20]([C:33]([O:35][CH2:36][CH3:37])=[O:34])=[N:21][CH:22]=[C:23]([CH2:25][C:26]2[CH:31]=[CH:30][C:29]([F:32])=[CH:28][CH:27]=2)[CH:24]=1)=O)(C)C>ClCCl>[NH2:15][CH2:16][CH2:17][NH:18][C:19]1[C:20]([C:33]([O:35][CH2:36][CH3:37])=[O:34])=[N:21][CH:22]=[C:23]([CH2:25][C:26]2[CH:31]=[CH:30][C:29]([F:32])=[CH:28][CH:27]=2)[CH:24]=1. Procedure: To a mixture of dichloromethane (2 mL) and trifluoroacetic acid (2 mL) was added ethyl 3-{[2-({[(1,1-dimethylethyl)oxy]carbonyl}amino)ethyl]amino}-5-[(4-fluorophenyl)methyl]-2-pyridinecarboxylate. The reaction mixture was stirred at room temperature for 3 hours, then concentrated in vacuo. The crude residue was partitioned between ethyl acetate and saturated aqueous sodium bicarbonate solution. The organic layer was washed with water and brine, then dried over sodium sulfate. Filtration and conc...